From a dataset of the Open Reaction Database (ORD), a public repository of structured organic reaction records. describe an organic reaction: reactants, conditions, products, and yield Reactants: CC(C)([O-])C.[Na+] (sodium tert-butoxide), C(C)(C)(C)OC(C(CC)(C)CC1=CC(=C(C=C1)Cl)Br)=O ((+/−)-tert-butyl-2-(3-bromo-4-chlorobenzyl)-2-methylbutanoate), C(C1=CC=CC=C1)N (benzylamine), tris(dibenzylidenacetone)dipalladium, C1(=CC=CC=C1)P(C1=C(C2=CC=CC=C2C=C1)C1=C(C=CC2=CC=CC=C12)P(C1=CC=CC=C1)C1=CC=CC=C1)C1=CC=CC=C1 ((+/−)-2,2′-bis(diphenylphosphino)-1,1′-binaphthyl), [Cl-].[NH4+] (ammonium chloride). Solvent: C1(=CC=CC=C1)C (toluene), C(C)(=O)OCC (ethyl acetate). Run at temperature 110 celsius, time 2 hour. Product: C(C1=CC=CC=C1)NC=1C=C(CC(C(=O)OC(C)(C)C)(CC)C)C=CC1Cl ((+/−)-tert-butyl 2-[3-(benzylamino)-4-chlorobenzyl]-2-methylbutanoate). As a reaction SMILES: CC(C)([O-])C.[Na+].[C:7]([O:11][C:12](=[O:26])[C:13]([CH2:17][C:18]1[CH:23]=[CH:22][C:21]([Cl:24])=[C:20](Br)[CH:19]=1)([CH3:16])[CH2:14][CH3:15])([CH3:10])([CH3:9])[CH3:8].[CH2:27]([NH2:34])[C:28]1[CH:33]=[CH:32][CH:31]=[CH:30][CH:29]=1.C1(P(C2C=CC=CC=2)C2C=CC3C(=CC=CC=3)C=2C2C3C(=CC=CC=3)C=CC=2P(C2C=CC=CC=2)C2C=CC=CC=2)C=CC=CC=1.[Cl-].[NH4+]>C(OCC)(=O)C.C1(C)C=CC=CC=1>[CH2:27]([NH:34][C:20]1[CH:19]=[C:18]([CH:23]=[CH:22][C:21]=1[Cl:24])[CH2:17][C:13]([CH3:16])([CH2:14][CH3:15])[C:12]([O:11][C:7]([CH3:10])([CH3:9])[CH3:8])=[O:26])[C:28]1[CH:33]=[CH:32][CH:31]=[CH:30][CH:29]=1 |f:0.1,5.6|. Reported procedure: Under argon, 1.59 g (16.6 mmol) of sodium tert-butoxide were weighed out into a dry flask, and 34.6 ml of abs. toluene were added. 5.0 g (13.8 mmol) of (+/−)-tert-butyl-2-(3-bromo-4-chlorobenzyl)-2-methylbutanoate, 1.8 ml (16.6 mmol) of benzylamine, 633 mg (0.69 mmol) of tris(dibenzylidenacetone)dipalladium and 344 mg (0.55 mmol) of (+/−)-2,2′-bis(diphenylphosphino)-1,1′-binaphthyl were added in succession. The reaction mixture was then stirred at 110° C. for 2.0 h. After cooling, saturated aque... Starting materials: ClC1=C(C=CC=C1)\C=C/C1=CC=C(C=C1)S(=O)(=O)N1CC2=C(CC1)OC=C2 ((Z)-5-(2-chlorostilbene-4'-sulfonyl)-4,5,6,7-tetrahydrofuro[3,2-c]pyridine), CNC (dimethylamine), C=O (formaldehyde). Run in C(C)(=O)O (acetic acid). Reaction conditions: temperature 100 celsius, time 0.5 hour. Yields the product CN(C)CC1=CC=2CN(CCC2O1)S(=O)(=O)C1=CC=C(\C=C/C2=C(C=CC=C2)Cl)C=C1 ((Z)-N,N-dimethyl-[5-(2-chlorostilbene-4'-sulfonyl)-4,5,6,7-tetrahydrofuro[3,2-c]pyridin-2-ylmethyl]amine). Reaction SMILES: [Cl:1][C:2]1[CH:7]=[CH:6][CH:5]=[CH:4][C:3]=1/[CH:8]=[CH:9]\[C:10]1[CH:15]=[CH:14][C:13]([S:16]([N:19]2[CH2:24][CH2:23][C:22]3[O:25][CH:26]=[CH:27][C:21]=3[CH2:20]2)(=[O:18])=[O:17])=[CH:12][CH:11]=1.[CH3:28][NH:29][CH3:30].[CH2:31]=O>C(O)(=O)C>[CH3:28][N:29]([CH2:31][C:26]1[O:25][C:22]2[CH2:23][CH2:24][N:19]([S:16]([C:13]3[CH:12]=[CH:11][C:10](/[CH:9]=[CH:8]\[C:3]4[CH:4]=[CH:5][CH:6]=[CH:7][C:2]=4[Cl:1])=[CH:15][CH:14]=3)(=[O:18])=[O:17])[CH2:20][C:21]=2[CH:27]=1)[CH3:30]. Procedure: To a solution of 0.582 g (1.458 mmol) of (Z)-5-(2-chlorostilbene-4'-sulfonyl)-4,5,6,7-tetrahydrofuro[3,2-c]pyridine in 10 ml of acetic acid, 0.20 g (2.19 mmol) of 50% aqueous dimethylamine and 0.18 g (2.19 mmol) of 37% aqueous formaldehyde were added, followed by stirring at 100° C. for 0.5 hours. After the solvent was distilled off under reduced pressure, the residual solution was alkalified with aqueous sodium hydroxide and extracted with ethyl acetate 3 times. The combined organic layer was d... Starting materials: C(CCCCCCCCCCCCCCCCC)(=O)O (stearic acid), N (ammonia), C(CCCCCCCCCCCCCCCCC)(=O)O (stearic acid), C(CCCCCCCCCCCCCCCCC)(=O)O (stearic acid), C(CCCCCCCCCCCCCCCCC)(=O)O (stearic acid), C(CCCCCCCCCCCCCCCCC)(=O)O.O (stearic acid water). The solvent is O (water), O (water), O (water). Yields the product C(CCCCCCCCCCCCCCCCC)(=O)[O-].[NH4+] (ammonium stearate). RXN SMILES: [C:1]([OH:20])(=[O:19])[CH2:2][CH2:3][CH2:4][CH2:5][CH2:6][CH2:7][CH2:8][CH2:9][CH2:10][CH2:11][CH2:12][CH2:13][CH2:14][CH2:15][CH2:16][CH2:17][CH3:18].[NH3:21].C(O)(=O)CCCCCCCCCCCCCCCCC.O>O>[C:1]([O-:20])(=[O:19])[CH2:2][CH2:3][CH2:4][CH2:5][CH2:6][CH2:7][CH2:8][CH2:9][CH2:10][CH2:11][CH2:12][CH2:13][CH2:14][CH2:15][CH2:16][CH2:17][CH3:18].[NH4+:21] |f:2.3,5.6|. Procedure: To 100 parts of water, 60 parts of stearic acid was added, and the stearic acid was completely melted by heating to 72° C. i.e. the melting point of the stearic acid, with stirring. In this state, stearic acid is present as oil droplets in water. Then, a mixture comprising 73.9 parts of 10% aqueous ammonia and 100 parts of water, was dropwise added to the above-mentioned molten stearic acid/water mixture, with stirring, to obtain an aqueous dispersion of ammonium stearate having a solid content ... Reactants: C(\C=C/C(=O)O)(=O)O.ClC1=C(C=CC=C1)N1CC2(CCN(CC2)C)C2=CC=CC=C12 (1-(2-chlorophenyl)-1'-methylspiro-[indoline-3,4'-piperidine] maleate), C([O-])([O-])=O.[K+].[K+] (potassium carbonate), N#CBr (cyanogen bromide). Run in C(Cl)(Cl)Cl (chloroform). Run at time 7 hour. Yields the product ClC1=C(C=CC=C1)N1CC2(CCN(CC2)C#N)C2=CC=CC=C12 (1-(2-chlorophenyl)-1'-cyanospiro(indoline-3,4'-piperidine)). Reaction SMILES: C(O)(=O)/C=C\C(O)=O.[Cl:9][C:10]1[CH:15]=[CH:14][CH:13]=[CH:12][C:11]=1[N:16]1[C:30]2[C:25](=[CH:26][CH:27]=[CH:28][CH:29]=2)[C:18]2([CH2:23][CH2:22][N:21]([CH3:24])[CH2:20][CH2:19]2)[CH2:17]1.C(=O)([O-])[O-].[K+].[K+].[N:37]#CBr>C(Cl)(Cl)Cl>[Cl:9][C:10]1[CH:15]=[CH:14][CH:13]=[CH:12][C:11]=1[N:16]1[C:30]2[C:25](=[CH:26][CH:27]=[CH:28][CH:29]=2)[C:18]2([CH2:23][CH2:22][N:21]([C:24]#[N:37])[CH2:20][CH2:19]2)[CH2:17]1 |f:0.1,2.3.4|. Reported procedure: To 1.0 g of 1-(2-chlorophenyl)-1'-methylspiro[indoline-3,4'-piperidine] of Example 17 in 16 ml of dry chloroform is added 2.4 g of anhydrous potassium carbonate and 0.73 g of cyanogen bromide. The reaction is stirred 7 hours at room temperature and then is filtered through paper. Approximately one ml of methanol is added and the solution is rotary evaporated to a glass. The glass is chromatographed on 80 cc of silica gel with 1:1, ether:dichloromethane to give a crystalline solid. The solid is r... Starting materials: OS(=O)(=O)O (H2SO4), ClC1=C(C=C(C(=C1)Cl)F)C=1OC2=C(C(=CC(=C2C(C1)=O)O)O)[C@H]1[C@@H](N(CC1)C)CO ((+)-trans-2-(2,4-Dichloro-5-fluoro-phenyl)-5,7-dihydroxy-8-(2-hydroxymethyl-1-methyl-pyrrolidin-3-yl)-chromen-4-one). The solvent is CO (methanol). Reaction conditions: temperature 52.5 celsius, time 5 minute. Yields the product S(=O)(=O)(O)O.ClC1=C(C=C(C(=C1)Cl)F)C=1OC2=C(C(=CC(=C2C(C1)=O)O)O)[C@H]1[C@@H](N(CC1)C)CO ((+)-trans-2-(2,4-Dichloro-5-fluoro-phenyl)-5,7-dihydroxy-8-(2-hydroxymethyl-1-methyl-pyrrolidin-3-yl)-chromen-4-one sulfate). Reaction SMILES: [OH:1][S:2]([OH:5])(=[O:4])=[O:3].[Cl:6][C:7]1[CH:12]=[C:11]([Cl:13])[C:10]([F:14])=[CH:9][C:8]=1[C:15]1[O:16][C:17]2[C:22]([C:23](=[O:25])[CH:24]=1)=[C:21]([OH:26])[CH:20]=[C:19]([OH:27])[C:18]=2[C@@H:28]1[CH2:32][CH2:31][N:30]([CH3:33])[C@H:29]1[CH2:34][OH:35]>CO>[S:2]([OH:5])([OH:4])(=[O:3])=[O:1].[Cl:6][C:7]1[CH:12]=[C:11]([Cl:13])[C:10]([F:14])=[CH:9][C:8]=1[C:15]1[O:16][C:17]2[C:22]([C:23](=[O:25])[CH:24]=1)=[C:21]([OH:26])[CH:20]=[C:19]([OH:27])[C:18]=2[C@@H:28]1[CH2:32][CH2:31][N:30]([CH3:33])[C@H:29]1[CH2:34][OH:35] |f:3.4|. Procedure: H2SO4 solution (55 μL, 5% methanolic solution, 0.055 mmol) was added to the suspension of compound of example 47 (0.025 g, 0.055 mmol) in methanol (2 mL). It was stirred for 5 min at 50-55° C. The reaction mixture was concentrated and solid was dried to obtain the title compound. Starting materials: C1CCOC1, CCOC(C)=O, [F-], Ic1ccc(OC2CN3CCC2CC3)cc1, [K+], [K+], [K+], O=C([O-])[O-], O=C(C=Cc1ccccc1)C=Cc1ccccc1, O=C(C=Cc1ccccc1)C=Cc1ccccc1, O=C(C=Cc1ccccc1)C=Cc1ccccc1, [Pd], [Pd], OB(O)c1ccc2[nH]ccc2c1. The product is c1cc2cc(-c3ccc(OC4CN5CCC4CC5)cc3)ccc2[nH]1. RXN SMILES: [CH2:37]1[O:38][CH2:39][CH2:40][CH2:41]1.[CH3:42][CH2:43][O:44][C:45]([CH3:46])=[O:47].[F-:35].[I:1][c:2]1[cH:3][cH:4][c:5]([O:6][CH:7]2[CH2:8][N:9]3[CH2:10][CH2:11][CH:12]2[CH2:13][CH2:14]3)[cH:15][cH:16]1.[K+:29].[K+:30].[K+:36].[O-:31][C:32]([O-:33])=[O:34].[O:50]=[C:51]([CH:52]=[CH:53][c:54]1[cH:55][cH:56][cH:57][cH:58][cH:59]1)[CH:60]=[CH:61][c:62]1[cH:63][cH:64][cH:65][cH:66][cH:67]1.[O:68]=[C:69]([CH:70]=[CH:71][c:72]1[cH:73][cH:74][cH:75][cH:76][cH:77]1)[CH:78]=[CH:79][c:80]1[cH:81][cH:82][cH:83][cH:84][cH:85]1.[O:86]=[C:87]([CH:88]=[CH:89][c:90]1[cH:91][cH:92][cH:93][cH:94][cH:95]1)[CH:96]=[CH:97][c:98]1[cH:99][cH:100][cH:101][cH:102][cH:103]1.[Pd:48].[Pd:49].[nH:17]1[cH:18][cH:19][c:20]2[cH:21][c:22]([B:26]([OH:27])[OH:28])[cH:23][cH:24][c:25]12>>[c:2]1(-[c:22]2[cH:21][c:20]3[cH:19][cH:18][nH:17][c:25]3[cH:24][cH:23]2)[cH:3][cH:4][c:5]([O:6][CH:7]2[CH2:8][N:9]3[CH2:10][CH2:11][CH:12]2[CH2:13][CH2:14]3)[cH:15][cH:16]1. Starting materials: FC=1C=C(C(=O)NNC(=O)NCC)C=CC1 (1-(3-fluorobenzoyl)-4-ethyl semicarbazide), Cl (HCl). The solvent is [OH-].[Na+] (NaOH). The product is FC=1C=C(C=CC1)C1N=NC(N1CC)=O (3-(3-fluorophenyl)-4-ethyl-1,2,4-triazolin-5-one). RXN SMILES: [F:1][C:2]1[CH:3]=[C:4]([CH:14]=[CH:15][CH:16]=1)[C:5]([NH:7][NH:8][C:9]([NH:11][CH2:12][CH3:13])=[O:10])=O.Cl>[OH-].[Na+]>[F:1][C:2]1[CH:3]=[C:4]([CH:5]2[N:11]([CH2:12][CH3:13])[C:9](=[O:10])[N:8]=[N:7]2)[CH:14]=[CH:15][CH:16]=1 |f:2.3|. Procedure details: A mixture of the 1-(3-fluorobenzoyl)-4-ethyl semicarbazide and 1N NaOH solution (100 mL) was refluxed for 20 hr, cooled to room temperature and neutrallized with conc. HCl. The suspension was extracted with ethyl acetate and the organic layer was dried over MgSO4. Removal of the solvent in vacuo yielded 7.3 g of 3-(3-fluorophenyl)-4-ethyl-1,2,4-triazolin-5-one as a white solid. mp 135°-140° C.